This data is from the Open Reaction Database (ORD), a public repository of structured organic reaction records. The task is: describe an organic reaction: reactants, conditions, products, and yield Reactants: CCOC(=O)Cc1ccc(CN2CCOCC2)cn1, CCOC(=O)OCC, CC(C)[N-]C(C)C, [Li+], N#Cc1ccc([N+](=O)[O-])cc1, C1CCOC1. Product: CCOC(=O)C(c1ccc(CN2CCOCC2)cn1)c1cc(C#N)ccc1[N+](=O)[O-]. RXN SMILES: [CH2:1]([CH3:2])[O:3][C:4]([CH2:5][c:6]1[n:7][cH:8][c:9]([CH2:12][N:13]2[CH2:14][CH2:15][O:16][CH2:17][CH2:18]2)[cH:10][cH:11]1)=[O:19].[CH2:20]([O:21][C:22](=[O:23])[O:24][CH2:25][CH3:26])[CH3:27].[CH:28]([N-:29][CH:30]([CH3:31])[CH3:32])([CH3:33])[CH3:34].[Li+:35].[N+:36](=[O:37])([O-:38])[c:39]1[cH:40][cH:41][c:42]([C:43]#[N:44])[cH:45][cH:46]1.[O:47]1[CH2:48][CH2:49][CH2:50][CH2:51]1>>[CH2:1]([CH3:2])[O:3][C:4]([CH:5]([c:6]1[n:7][cH:8][c:9]([CH2:12][N:13]2[CH2:14][CH2:15][O:16][CH2:17][CH2:18]2)[cH:10][cH:11]1)[c:40]1[c:39]([N+:36](=[O:37])[O-:38])[cH:46][cH:45][c:42]([C:43]#[N:44])[cH:41]1)=[O:19]. Starting materials: A1, A5, A4, C(C)(C)O (isopropanol), ClC1=NC(=CC=C1)C(Cl)(Cl)Cl (2-chloro-6-trichloromethylpyridine), A2, A3, S(O)(O)(=O)=O (sulfuric acid). Reaction conditions: temperature 135 celsius, time 3 hour. Product: ClC1=NC(=CC=C1)C(=O)OC(C)C (isopropyl 2-chloropyrid-6-ylcarboxylate). Reaction SMILES: S(=O)(=O)(O)[OH:2].[Cl:6][C:7]1[CH:12]=[CH:11][CH:10]=[C:9]([C:13](Cl)(Cl)Cl)[N:8]=1.[CH:17]([OH:20])([CH3:19])[CH3:18]>>[Cl:6][C:7]1[CH:12]=[CH:11][CH:10]=[C:9]([C:13]([O:20][CH:17]([CH3:19])[CH3:18])=[O:2])[N:8]=1. Procedure details: [A1 is N, A2 is Cl—C, A3, A4 and A5 are CH, X is O and R1 isopropyl in the compound of formula I] Concentrated sulfuric acid (98% by weight, 510.2 g, 5.2 mol) is added to 2-chloro-6-trichloromethylpyridine (NP, 924 g, 4 mol) over a period of three hours at 135° C. The resulting mixture is stirred for three hours at 135° C. A viscous melted mass is obtained consisting of a mixture of intermediate IVa1 and Va1 with R1 being H and Hal being Cl, corresponding to an almost quantitative yield based on...